From a dataset of the Open Reaction Database (ORD), a public repository of structured organic reaction records. describe an organic reaction: reactants, conditions, products, and yield Starting materials: NC1=NC(=C(C(=N1)C=1OC=CC1)C#N)S(=O)C (2-amino-4-furan-2-yl-6-methanesulfinyl-pyrimidine-5-carbonitrile), CC1=C(CN)C=CC=C1 (2-methylbenzylamine). The solvent is COCCOC (DME). The product is NC1=NC(=C(C(=N1)C=1OC=CC1)C#N)NCC1=C(C=CC=C1)C (2-Amino-4-furan-2-yl-6-(2-methyl-benzylamino)-pyrimidine-5-carbonitrile). Reaction SMILES: [NH2:1][C:2]1[N:7]=[C:6]([C:8]2[O:9][CH:10]=[CH:11][CH:12]=2)[C:5]([C:13]#[N:14])=[C:4](S(C)=O)[N:3]=1.[CH3:18][C:19]1[CH:26]=[CH:25][CH:24]=[CH:23][C:20]=1[CH2:21][NH2:22]>COCCOC>[NH2:1][C:2]1[N:7]=[C:6]([C:8]2[O:9][CH:10]=[CH:11][CH:12]=2)[C:5]([C:13]#[N:14])=[C:4]([NH:22][CH2:21][C:20]2[CH:23]=[CH:24][CH:25]=[CH:26][C:19]=2[CH3:18])[N:3]=1. Procedure details: From 2-amino-4-furan-2-yl-6-methanesulfinyl-pyrimidine-5-carbonitrile and 2-methylbenzylamine in DME. ES-MS m/e (%:306 (M+H+, 100). Starting materials: [Br-], C1CCOC1, CCCCCCC, [Cl-], O=C(Cl)CC1C(=O)OCN1C(=O)OCc1ccccc1, [Li+], [NH4+], O. Product: CC(=O)CC1C(=O)OCN1C(=O)OCc1ccccc1. As a reaction SMILES: [Br-:1].[CH2:32]1[O:33][CH2:34][CH2:35][CH2:36]1.[CH3:25][CH2:26][CH2:27][CH2:28][CH2:29][CH2:30][CH3:31].[Cl-:23].[Cl:3][C:4](=[O:5])[CH2:6][CH:7]1[N:8]([C:13](=[O:14])[O:15][CH2:16][c:17]2[cH:18][cH:19][cH:20][cH:21][cH:22]2)[CH2:9][O:10][C:11]1=[O:12].[Li+:2].[NH4+:24].[OH2:37]>>[C:4](=[O:5])([CH2:6][CH:7]1[N:8]([C:13](=[O:14])[O:15][CH2:16][c:17]2[cH:18][cH:19][cH:20][cH:21][cH:22]2)[CH2:9][O:10][C:11]1=[O:12])[CH3:25]. Reactants: CCOC(=O)CBr, O=C([O-])[O-], COc1ccc(C2=NN(C3CCN(C(=O)c4cc(O)ccc4C)CC3)C(=O)C2(C)C)cc1OC, [K+], [K+], CN(C)C=O. Yields the product CCOC(=O)COc1ccc(C)c(C(=O)N2CCC(N3N=C(c4ccc(OC)c(OC)c4)C(C)(C)C3=O)CC2)c1. Reaction SMILES: [Br:41][CH2:42][C:43](=[O:44])[O:45][CH2:46][CH3:47].[C:35](=[O:36])([O-:37])[O-:38].[CH3:1][O:2][c:3]1[cH:4][c:5]([C:11]2=[N:15][N:14]([CH:16]3[CH2:17][CH2:18][N:19]([C:22](=[O:23])[c:24]4[c:25]([CH3:31])[cH:26][cH:27][c:28]([OH:30])[cH:29]4)[CH2:20][CH2:21]3)[C:13](=[O:32])[C:12]2([CH3:33])[CH3:34])[cH:6][cH:7][c:8]1[O:9][CH3:10].[K+:39].[K+:40].[O:48]=[CH:49][N:50]([CH3:51])[CH3:52]>>[CH3:1][O:2][c:3]1[cH:4][c:5]([C:11]2=[N:15][N:14]([CH:16]3[CH2:17][CH2:18][N:19]([C:22](=[O:23])[c:24]4[c:25]([CH3:31])[cH:26][cH:27][c:28]([O:30][CH2:42][C:43](=[O:44])[O:45][CH2:46][CH3:47])[cH:29]4)[CH2:20][CH2:21]3)[C:13](=[O:32])[C:12]2([CH3:33])[CH3:34])[cH:6][cH:7][c:8]1[O:9][CH3:10]. Starting materials: COn1cc(C(=O)O)ccc1=O, CC(N)C(N)(c1ccc(F)cc1)c1ccc(C(F)(F)F)nc1. Product: COn1cc(C2=NC(c3ccc(F)cc3)(c3ccc(C(F)(F)F)nc3)C(C)N2)ccc1=O. As a reaction SMILES: [CH3:23][O:24][n:25]1[c:26](=[O:34])[cH:27][cH:28][c:29]([C:31]([OH:32])=[O:33])[cH:30]1.[F:1][c:2]1[cH:3][cH:4][c:5]([C:8]([CH:9]([CH3:10])[NH2:11])([NH2:12])[c:13]2[cH:14][n:15][c:16]([C:19]([F:20])([F:21])[F:22])[cH:17][cH:18]2)[cH:6][cH:7]1>>[F:1][c:2]1[cH:3][cH:4][c:5]([C:8]2([c:13]3[cH:14][n:15][c:16]([C:19]([F:20])([F:21])[F:22])[cH:17][cH:18]3)[CH:9]([CH3:10])[NH:11][C:31]([c:29]3[cH:28][cH:27][c:26](=[O:34])[n:25]([O:24][CH3:23])[cH:30]3)=[N:12]2)[cH:6][cH:7]1. Starting materials: CN(C)C=O, CC(C)I, Cn1c(C(F)(F)F)cc(=O)n(-c2ccc(Cl)c(C=NO)c2)c1=O, Cl, [H-], [H][H], [Na+], O. Yields the product CC(C)ON=Cc1cc(-n2c(=O)cc(C(F)(F)F)n(C)c2=O)ccc1Cl. As a reaction SMILES: [CH3:33][N:34]([CH3:35])[CH:36]=[O:37].[CH:28]([CH3:29])([CH3:30])[I:31].[Cl:1][c:2]1[c:3]([CH:4]=[N:5][OH:6])[cH:7][c:8](-[n:11]2[c:12](=[O:23])[n:13]([CH3:22])[c:14]([C:18]([F:19])([F:20])[F:21])[cH:15][c:16]2=[O:17])[cH:9][cH:10]1.[ClH:32].[H-:24].[H:26][H:27].[Na+:25].[OH2:38]>>[Cl:1][c:2]1[c:3]([CH:4]=[N:5][O:6][CH:28]([CH3:29])[CH3:30])[cH:7][c:8](-[n:11]2[c:12](=[O:23])[n:13]([CH3:22])[c:14]([C:18]([F:19])([F:20])[F:21])[cH:15][c:16]2=[O:17])[cH:9][cH:10]1.